describe an organic reaction: reactants, conditions, products, and yield From a dataset of the Open Reaction Database (ORD), a public repository of structured organic reaction records. Reactants: deoxyhexoses, 13, C(C1C(C(C(C(O1)O)O)O)O)O (hexose), Saponin, O=C[C@H](O)[C@@H](O)[C@H](O)[C@H](O)C(=O)O (glucuronic acid), C(C(C(C(C=O)O)O)O)O (pentose). The product is monosaccharide, O=C[C@H](O)[C@@H](O)[C@H](O)[C@H](O)C(=O)O (glucuronic acid), O=C[C@H](O)[C@@H](O)[C@@H](O)[C@H](O)CO (galactose), O=C[C@H](O)[C@H](O)[C@@H](O)[C@@H](O)C (rhamnose), O=C[C@@H](O)[C@H](O)[C@H](O)CO (arabinose). As a reaction SMILES: [CH2:1]([OH:10])[CH:2]([OH:9])[CH:3]([OH:8])[CH:4]([OH:7])[CH:5]=[O:6].[CH2:11]([OH:22])[CH:12]1[O:17][CH:16]([OH:18])[CH:15]([OH:19])[CH:14]([OH:20])[CH:13]1[OH:21].[O:23]=[CH:24][C@@H:25]([C@H:27]([C@@H:29]([C@@H:31]([C:33]([OH:35])=[O:34])[OH:32])[OH:30])[OH:28])[OH:26]>>[O:23]=[CH:24][C@@H:25]([C@H:27]([C@@H:29]([C@@H:31]([C:33]([OH:35])=[O:34])[OH:32])[OH:30])[OH:28])[OH:26].[O:18]=[CH:16][C@@H:15]([C@H:14]([C@H:13]([C@@H:12]([CH2:11][OH:22])[OH:17])[OH:21])[OH:20])[OH:19].[O:6]=[CH:5][C@@H:4]([C@@H:3]([C@H:2]([C@H:1]([CH3:11])[OH:10])[OH:9])[OH:8])[OH:7].[O:6]=[CH:5][C@H:4]([C@@H:3]([C@@H:2]([CH2:1][OH:10])[OH:9])[OH:8])[OH:7]. Reported procedure: Saponin 13 gave m/z1243.6110 for C59H96NaO26 by HRFABMS. Negative-ion FABMS indicated the loss of one pentose, one hexose, two deoxyhexoses, and one glucuronic acid residue. Acid hydrolysis of 13 furnished the aglycone and monosaccharide components, glucuronic acid, galactose, rhamnose and arabinose by TLC analysis. The sugars of 13 were evidenced by five anomeric proton and carbon signals in 1H and 13C NMR spectra (Table 4). By 13C NMR, the two methyl carbon signals at δ 18.80 and 18.00 and pro... Reactants: C(C1=CC=CC=C1)=O (benzaldehyde), NC1=NC=CC=C1C (2-amino-3-picoline), NC1=CC=CC=C1 (aniline), C(C1=CC=CC=C1)(=O)O (bezoic acid), C=CCCCC (1-hexene), C1(=CC=CC=C1)C (toluene). Reagents/catalysts: transition metal. Run at temperature 130 celsius, time 2.5 minute. The product is C(CCCCCC)(=O)C1=CC=CC=C1 (heptanophenone). Reaction SMILES: [CH:1](=[O:8])[C:2]1[CH:7]=[CH:6][CH:5]=[CH:4][CH:3]=1.NC1C(C)=CC=CN=1.N[C:18]1[CH:23]=[CH:22][CH:21]=[CH:20][CH:19]=1.C(O)(=O)C1C=CC=CC=1.C=CCCCC.C1(C)C=CC=CC=1>>[C:1]([C:2]1[CH:7]=[CH:6][CH:5]=[CH:4][CH:3]=1)(=[O:8])[CH2:22][CH2:23][CH2:18][CH2:19][CH2:20][CH3:21]. Reported procedure: Under the same reaction procedure and conditions as in Example 1 (benzaldehyde 0.5 mmol, 2-amino-3-picoline 0.1 mmol, aniline 0.3 mmol, bezoic acid 0.03 mmol, 1-hexene 2.5 mmol, toluene 0.87 mmol), the mixture in a 500 ml pressure reactor was stirred at normal temperature for 2-3 minutes and then various transition metal catalysts as shown in the following table 6 were added to each reactor. While the reactor was stopped with a stopper, the reactants were heated at 130° C. for 1 hour with stirri... The yield is 81.1%. Reported procedure: 3.5 g (0.037 mole) of propionyl chloride are added dropwise to a solution of 7.3 g (0.02 mole) of 5-amino-1-(2,6-dichloro-4-trifluoromethylphenyl)-4-(1,2,4-triazol-1-yl)-pyrazole and 2 g (0.025 mole) of pyridine in 60 ml of acetonitrile, with stirring, and, when the addition has ended, the mixture is stirred at room temperature for a further 12 to 15 hours. For working up, the reaction batch is poured into water and extracted with methylene chloride, the organic phase is washed with water and dr... The product is ClC1=C(C(=CC(=C1)C(F)(F)F)Cl)N1N=CC(=C1NC(CC)=O)N1N=CN=C1 (1-(2,6-dichloro-4-trifluoromethyl-phenyl)-5-propionylamino-4-(1,2,4-triazol-1-yl)-pyrazole). Run at temperature 50 celsius. Run in C(C)#N (acetonitrile). Starting materials: O (water), C(CC)(=O)Cl (propionyl chloride), NC1=C(C=NN1C1=C(C=C(C=C1Cl)C(F)(F)F)Cl)N1N=CN=C1 (5-amino-1-(2,6-dichloro-4-trifluoromethylphenyl)-4-(1,2,4-triazol-1-yl)-pyrazole), N1=CC=CC=C1 (pyridine). RXN SMILES: [C:1](Cl)(=[O:4])[CH2:2][CH3:3].[NH2:6][C:7]1[N:11]([C:12]2[C:17]([Cl:18])=[CH:16][C:15]([C:19]([F:22])([F:21])[F:20])=[CH:14][C:13]=2[Cl:23])[N:10]=[CH:9][C:8]=1[N:24]1[CH:28]=[N:27][CH:26]=[N:25]1.N1C=CC=CC=1.O>C(#N)C>[Cl:23][C:13]1[CH:14]=[C:15]([C:19]([F:20])([F:22])[F:21])[CH:16]=[C:17]([Cl:18])[C:12]=1[N:11]1[C:7]([NH:6][C:1](=[O:4])[CH2:2][CH3:3])=[C:8]([N:24]2[CH:28]=[N:27][CH:26]=[N:25]2)[CH:9]=[N:10]1.